From a dataset of the Open Reaction Database (ORD), a public repository of structured organic reaction records. describe an organic reaction: reactants, conditions, products, and yield Reactants: ClC1=CC=CC(=C1C)[N+](=O)[O-] (6-chloro-2-nitrotoluene), CN(C=O)C (dimethylformamide), COC(N(C)C)OC (N,N-dimethylformamide dimethyl acetal). Solvent: CO (methanol). Product: ClC1=CC=CC(=C1/C=C/N(C)C)[N+](=O)[O-] (trans-6-chloro-β-dimethylamino-2-nitrostyrene). RXN SMILES: [Cl:1][C:2]1[C:7]([CH3:8])=[C:6]([N+:9]([O-:11])=[O:10])[CH:5]=[CH:4][CH:3]=1.[CH3:12][N:13]([CH3:16])[CH:14]=O.COC(OC)N(C)C>CO>[Cl:1][C:2]1[C:7](/[CH:8]=[CH:12]/[N:13]([CH3:16])[CH3:14])=[C:6]([N+:9]([O-:11])=[O:10])[CH:5]=[CH:4][CH:3]=1. Procedure details: A 2-liter flask fitted with a 30-cm. vacuum-jacketed Vigreux column, downward condenser, and receiver with a nitrogen inlet was charged with 171.6 g. of 6-chloro-2-nitrotoluene, 500 ml. of dimethylformamide, and 149.0 g. of N,N-dimethylformamide dimethyl acetal and then heated to 140°-156° for 13 hours. The pot temperature was maintained by continuous distillation of the methanol as it was formed. Starting materials: FC1=C(CP(OCC)(OCC)=O)C=C(C(=C1)[N+](=O)[O-])F (Diethyl 2,5-difluoro-4-nitrobenzylphosphonate), O=C1CCN(CC1)C(=O)OC(C)(C)C (tert-butyl 4-oxopiperidine-1-carboxylate), [H-].[Na+] (Sodium hydride). Run in O1CCCC1 (tetrahydrofuran). Conditions: time 4 hour. Product: FC1=C(C=C2CCN(CC2)C(=O)OC(C)(C)C)C=C(C(=C1)[N+](=O)[O-])F (tert-Butyl 4-(2,5-difluoro-4-nitrobenzylidene)piperidine-1-carboxylate). Yield: 31.2%. As a reaction SMILES: [F:1][C:2]1[CH:16]=[C:15]([N+:17]([O-:19])=[O:18])[C:14]([F:20])=[CH:13][C:3]=1[CH2:4]P(=O)(OCC)OCC.O=[C:22]1[CH2:27][CH2:26][N:25]([C:28]([O:30][C:31]([CH3:34])([CH3:33])[CH3:32])=[O:29])[CH2:24][CH2:23]1.[H-].[Na+]>O1CCCC1>[F:1][C:2]1[CH:16]=[C:15]([N+:17]([O-:19])=[O:18])[C:14]([F:20])=[CH:13][C:3]=1[CH:4]=[C:22]1[CH2:27][CH2:26][N:25]([C:28]([O:30][C:31]([CH3:34])([CH3:33])[CH3:32])=[O:29])[CH2:24][CH2:23]1 |f:2.3|. Reported procedure: Diethyl 2,5-difluoro-4-nitrobenzylphosphonate (0.67 g, 2.17 mmol) and tert-butyl 4-oxopiperidine-1-carboxylate (0.43 g, 2.17 mmol) were stirred in tetrahydrofuran (8.3 mL) and cooled in an ice bath. Sodium hydride (0.133 g, 2.82 mmol) was added then the reaction was taken off ice bath and stirred for 4 hours at room temperature. The reaction was quenched with water and extracted with dichloromethane, dried (magnesium sulphate), filtered and evaporated under reduced pressure. The crude material w... Starting materials: B, COc1cc2nccc(Oc3ccc(C(=O)c4ccc(C(C)(C)C)cc4)cc3)c2cc1OC, CCO, [Na], O. Product: COc1cc2nccc(Oc3ccc(C(O)c4ccc(C(C)(C)C)cc4)cc3)c2cc1OC. Reaction SMILES: [BH3:34].[C:1]([CH3:2])([CH3:3])([CH3:4])[c:5]1[cH:6][cH:7][c:8]([C:11](=[O:12])[c:13]2[cH:14][cH:15][c:16]([O:19][c:20]3[cH:21][cH:22][n:23][c:24]4[cH:25][c:26]([O:32][CH3:33])[c:27]([O:30][CH3:31])[cH:28][c:29]34)[cH:17][cH:18]2)[cH:9][cH:10]1.[CH3:36][CH2:37][OH:38].[Na:35].[OH2:39]>>[C:1]([CH3:2])([CH3:3])([CH3:4])[c:5]1[cH:6][cH:7][c:8]([CH:11]([OH:12])[c:13]2[cH:14][cH:15][c:16]([O:19][c:20]3[cH:21][cH:22][n:23][c:24]4[cH:25][c:26]([O:32][CH3:33])[c:27]([O:30][CH3:31])[cH:28][c:29]34)[cH:17][cH:18]2)[cH:9][cH:10]1. The reactants are O=C([O-])O, CCO, O=[N+]([O-])c1ccc(C2OCCO2)cc1, [Na+], O=[Pt]=O. Product: Nc1ccc(C2OCCO2)cc1. Reaction SMILES: [C:1](=[O:2])([OH:3])[O-:4].[CH3:20][CH2:21][OH:22].[N+:6]([O-:7])(=[O:8])[c:9]1[cH:10][cH:11][c:12]([CH:15]2[O:16][CH2:17][CH2:18][O:19]2)[cH:13][cH:14]1.[Na+:5].[Pt:23](=[O:24])=[O:25]>>[NH2:6][c:9]1[cH:10][cH:11][c:12]([CH:15]2[O:16][CH2:17][CH2:18][O:19]2)[cH:13][cH:14]1. Reactants: FC1=C(C(=O)O)C=CC(=C1)C1=COC2=C1C=C(C=C2)C=2OC(=NN2)C (2-fluoro-4-[5-(5-methyl-1,3,4-oxadiazol-2-yl)-1-benzofuran-3-yl]benzoic acid), CN.O1CCCC1 (methylamine tetrahydrofuran). The product is FC1=C(C(=O)NC)C=CC(=C1)C1=COC2=C1C=C(C=C2)C=2OC(=NN2)C (2-fluoro-N-methyl-4-[5-(5-methyl-1,3,4-oxadiazol-2-yl)-1-benzofuran-3-yl]benzamide). Isolated yield 54.0%. Reaction SMILES: [F:1][C:2]1[CH:10]=[C:9]([C:11]2[C:15]3[CH:16]=[C:17]([C:20]4[O:21][C:22]([CH3:25])=[N:23][N:24]=4)[CH:18]=[CH:19][C:14]=3[O:13][CH:12]=2)[CH:8]=[CH:7][C:3]=1[C:4]([OH:6])=O.[CH3:26][NH2:27].O1CCCC1>>[F:1][C:2]1[CH:10]=[C:9]([C:11]2[C:15]3[CH:16]=[C:17]([C:20]4[O:21][C:22]([CH3:25])=[N:23][N:24]=4)[CH:18]=[CH:19][C:14]=3[O:13][CH:12]=2)[CH:8]=[CH:7][C:3]=1[C:4]([NH:27][CH3:26])=[O:6] |f:1.2|. Procedure: In the same manner as in Example 117 and using 2-fluoro-4-[5-(5-methyl-1,3,4-oxadiazol-2-yl)-1-benzofuran-3-yl]benzoic acid instead of 3-[5-(2,3-dihydro-1-benzofuran-5-yl)-1,3,4-oxadiazol-2-yl]propionic acid and 2M methylamine-tetrahydrofuran solution instead of N,O-dimethylhydroxyamine hydrochloride, the title compound (yield 54%) was obtained as pale-yellow crystals.